Dataset: the Open Reaction Database (ORD), a public repository of structured organic reaction records. Task: describe an organic reaction: reactants, conditions, products, and yield Reactants: [H-].C(C(C)C)[Al+]CC(C)C (Diisobutylaluminium hydride), C(C)(C)(C)OC(=O)NCC=C(C(=O)OCC)F (ethyl 4-(tert-butoxycarbonylamino)-2-fluorobut-2-enoate). The solvent is C(Cl)Cl (CH2Cl2). Run at time 2 hour. Yields the product C(C)(C)(C)OC(NCC=C(CO)F)=O (tert-butyl-3-fluoro-4-hydroxybut-2-enylcarbamate). RXN SMILES: [C:1]([O:5][C:6]([NH:8][CH2:9][CH:10]=[C:11]([F:17])[C:12](OCC)=[O:13])=[O:7])([CH3:4])([CH3:3])[CH3:2].[H-].C([Al+]CC(C)C)C(C)C>C(Cl)Cl>[C:1]([O:5][C:6](=[O:7])[NH:8][CH2:9][CH:10]=[C:11]([F:17])[CH2:12][OH:13])([CH3:4])([CH3:2])[CH3:3] |f:1.2|. Procedure details: To a stirring, cold (−10° C.) solution of ethyl 4-(tert-butoxycarbonylamino)-2-fluorobut-2-enoate (a 10:1 mixture of EIZ isomers; 6.33 g, 25.6 mmol) in CH2Cl2 (200 mL) under Ar was added dropwise Diisobutylaluminium hydride solution (1M solution in hexanes, 70.5 mL, 70.49 mmol). After addition was complete the reaction was left to stir at this temperature for a further 2 h. The reaction was then quenched carefully by dropwise addition of cold water. The resulting slurry was poured into a flask c... Starting materials: C(=C)C=1C=C2C[C@@H](CC2=CC1)NC(=O)C1=NC=C(C=C1)OC[C@H]1OCCC1 (N-((R)-5-vinylindan-2-yl)-5-[(S)-1-(tetrahydrofuran-2-yl)methoxy]pyridine-2-carboxamide), CC(C)O (2-propanol), I(=O)(=O)(=O)[O-].[Na+] (sodium periodate). Reagents/catalysts: [Os](=O)(=O)(=O)=O (Osmium(VIII) oxide). The solvent is O (water). Run at time 3 hour. Yields the product C(=O)C=1C=C2C[C@@H](CC2=CC1)NC(=O)C1=NC=C(C=C1)OC[C@H]1OCCC1 (N-((R)-5-Formylindan-2-yl)-5-[(S)-1-(tetrahydrofuran-2-yl)methoxy]pyridine-2-carboxamide). Reaction SMILES: C([C:3]1[CH:4]=[C:5]2[C:9](=[CH:10][CH:11]=1)[CH2:8][C@@H:7]([NH:12][C:13]([C:15]1[CH:20]=[CH:19][C:18]([O:21][CH2:22][C@@H:23]3[CH2:27][CH2:26][CH2:25][O:24]3)=[CH:17][N:16]=1)=[O:14])[CH2:6]2)=C.C[CH:29]([OH:31])C.I([O-])(=O)(=O)=O.[Na+]>[Os](=O)(=O)(=O)=O.O>[CH:29]([C:3]1[CH:4]=[C:5]2[C:9](=[CH:10][CH:11]=1)[CH2:8][C@@H:7]([NH:12][C:13]([C:15]1[CH:20]=[CH:19][C:18]([O:21][CH2:22][C@@H:23]3[CH2:27][CH2:26][CH2:25][O:24]3)=[CH:17][N:16]=1)=[O:14])[CH2:6]2)=[O:31] |f:2.3|. Reported procedure: A mixture of N-((R)-5-vinylindan-2-yl)-5-[(S)-1-(tetrahydrofuran-2-yl)methoxy]pyridine-2-carboxamide (0.60 g) and 2-propanol (5 ml) was admixed with a mixture of sodium periodate (0.775 g) and water (3 ml). Osmium(VIII) oxide (solution in tert-butanol; 16.7 mg) was added and the mixture was stirred vigorously for 3 hours. The reaction mixture was partitioned between water and ethyl acetate. The organic phase was dried over sodium sulfate and concentrated. This afforded the product with the molec...